The task is: describe an organic reaction: reactants, conditions, products, and yield. This data is from the Open Reaction Database (ORD), a public repository of structured organic reaction records. Product: C(C)(=O)OCC1=C(C=CC=C1N1C(C=2N(C=3CCCCC3C2)CC1)=O)C1=CN(C(C(=C1)NC1=NC=C(C=C1)C(=O)N1CCOCC1)=O)C (2-(1-Methyl-5-(5-(morpholine-4-carbonyl)pyridin-2-ylamino)-6-oxo-1,6-dihydropyridin-3-yl)-6-(1-oxo-3,4,6,7,8,9-hexahydropyrazino[1,2-a]indol-2(1H)-yl)benzyl acetate). Procedure details: Following Example 136d, 5-bromo-1-methyl-3-(5-(morpholine-4-carbonyl)pyridin-2-ylamino)pyridin-2(1H)-one 170a and 2-(1-oxo-3,4,6,7,8,9-hexahydropyrazino[1,2-a]indol-2(1H)-yl)-6-(4,4,5,5-tetramethyl-1,3,2-dioxaborolan-2-yl)benzyl acetate 114a were reacted to give 171a in 27% yield. LCMS: (M+H)+ 651 Reactants: BrC=1C=C(C(N(C1)C)=O)NC1=NC=C(C=C1)C(=O)N1CCOCC1 (5-bromo-1-methyl-3-(5-(morpholine-4-carbonyl)pyridin-2-ylamino)pyridin-2(1H)-one), C(C)(=O)OCC1=C(C=CC=C1B1OC(C(O1)(C)C)(C)C)N1C(C=2N(C=3CCCCC3C2)CC1)=O (2-(2-(Acetoxymethyl)-3-(4,4,5,5-tetramethyl-1,3,2-dioxaborolan-2-yl)phenyl)-3,4,6,7,8,9-hexahydropyrazino[1,2-a]indol-1(2H)-one). Yield: 27.0%. RXN SMILES: Br[C:2]1[CH:3]=[C:4]([NH:10][C:11]2[CH:16]=[CH:15][C:14]([C:17]([N:19]3[CH2:24][CH2:23][O:22][CH2:21][CH2:20]3)=[O:18])=[CH:13][N:12]=2)[C:5](=[O:9])[N:6]([CH3:8])[CH:7]=1.[C:25]([O:28][CH2:29][C:30]1[C:35](B2OC(C)(C)C(C)(C)O2)=[CH:34][CH:33]=[CH:32][C:31]=1[N:45]1[CH2:57][CH2:56][N:48]2[C:49]3[CH2:50][CH2:51][CH2:52][CH2:53][C:54]=3[CH:55]=[C:47]2[C:46]1=[O:58])(=[O:27])[CH3:26]>>[C:25]([O:28][CH2:29][C:30]1[C:31]([N:45]2[CH2:57][CH2:56][N:48]3[C:49]4[CH2:50][CH2:51][CH2:52][CH2:53][C:54]=4[CH:55]=[C:47]3[C:46]2=[O:58])=[CH:32][CH:33]=[CH:34][C:35]=1[C:2]1[CH:3]=[C:4]([NH:10][C:11]2[CH:16]=[CH:15][C:14]([C:17]([N:19]3[CH2:24][CH2:23][O:22][CH2:21][CH2:20]3)=[O:18])=[CH:13][N:12]=2)[C:5](=[O:9])[N:6]([CH3:8])[CH:7]=1)(=[O:27])[CH3:26]. Reactants: C(C1=CC=CC=C1)N1N=C(C=2C(CC(CC12)C1=C(C=CC=C1)Cl)=O)C (1-benzyl-6-(2-chlorophenyl)-3-methyl-4,5,6,7-tetrahydroindazol-4-one), C(=N)(N)NN.Cl (aminoguanidine hydrochloride), Cl (hydrochloric acid), O (water). Solvent: C(C)O (ethanol). Product: Cl.C(C1=CC=CC=C1)N1N=C(C=2C(CC(CC12)C1=C(C=CC=C1)Cl)=NNC(=N)N)C (1-benzyl-6-(2-chlorophenyl)-4-guanidinoimino-3-methyl-4,5,6,7-tetrahydroindazole hydrochloride). Yield: 195.2%. RXN SMILES: [CH2:1]([N:8]1[C:16]2[CH2:15][CH:14]([C:17]3[CH:22]=[CH:21][CH:20]=[CH:19][C:18]=3[Cl:23])[CH2:13][C:12](=O)[C:11]=2[C:10]([CH3:25])=[N:9]1)[C:2]1[CH:7]=[CH:6][CH:5]=[CH:4][CH:3]=1.[C:26]([NH:29][NH2:30])([NH2:28])=[NH:27].Cl.Cl.O>C(O)C>[ClH:23].[CH2:1]([N:8]1[C:16]2[CH2:15][CH:14]([C:17]3[CH:22]=[CH:21][CH:20]=[CH:19][C:18]=3[Cl:23])[CH2:13][C:12](=[N:30][NH:29][C:26]([NH2:28])=[NH:27])[C:11]=2[C:10]([CH3:25])=[N:9]1)[C:2]1[CH:7]=[CH:6][CH:5]=[CH:4][CH:3]=1 |f:1.2,6.7|. Reported procedure: A mixture of 1-benzyl-6-(2-chlorophenyl)-3-methyl-4,5,6,7-tetrahydroindazol-4-one (0.3 g), aminoguanidine hydrochloride (0.11 g), concentrated hydrochloric acid (0.21 ml), water (0.21 ml) and ethanol (20 ml) was refluxed for 18 hours. Under reduced pressure, the solvent was evaporated, and the resulting crystals were recrystallized from ethanol-water to give 1-benzyl-6-(2-chlorophenyl)-4-guanidinoimino-3-methyl-4,5,6,7-tetrahydroindazole hydrochloride (Compound 149) (0.37 g) as colorless crystal... Reactants: NCCCCN(CCC)C1=NC=CC=C1 (2-[N-(4-aminobutyl)-N-propylamino]pyridine), CSC1=NC=C(C(N1)=O)CC1=CC=C(C=C1)F (2-methylthio-5-(4-fluorobenzyl)pyrimid-4-one). The product is C(CC)N(C1=NC=CC=C1)CCCCNC1=NC=C(C(N1)=O)CC1=CC=C(C=C1)F (2-[4-(N-propyl-N-pyrid-2-ylamino)butylamino]5-(4-fluorobenzyl)pyrimid-4-one), ( 26.% ). As a reaction SMILES: [NH2:1][CH2:2][CH2:3][CH2:4][CH2:5][N:6]([C:10]1[CH:15]=[CH:14][CH:13]=[CH:12][N:11]=1)[CH2:7][CH2:8][CH3:9].CS[C:18]1[NH:23][C:22](=[O:24])[C:21]([CH2:25][C:26]2[CH:31]=[CH:30][C:29]([F:32])=[CH:28][CH:27]=2)=[CH:20][N:19]=1>>[CH2:7]([N:6]([CH2:5][CH2:4][CH2:3][CH2:2][NH:1][C:18]1[NH:23][C:22](=[O:24])[C:21]([CH2:25][C:26]2[CH:31]=[CH:30][C:29]([F:32])=[CH:28][CH:27]=2)=[CH:20][N:19]=1)[C:10]1[CH:15]=[CH:14][CH:13]=[CH:12][N:11]=1)[CH2:8][CH3:9]. Procedure details: 2-[N-(4-aminobutyl)-N-propylamino]pyridine (1.24 g) and 2-methylthio-5-(4-fluorobenzyl)pyrimid-4-one (1.25 g) were fused together on an oil bath at 160° C. for 2.5 hr. On cooling the residue was crystallised twice from ethanol/water to give 2-[4-(N-propyl-N-pyrid-2-ylamino)butylamino]5-(4-fluorobenzyl)pyrimid-4-one 1.25H2O, 0.56 g (26.%) mp indeterminate. Reactants: ClC=1C=C(CN)C=CC1Cl (3,4 diChloro benzylamine), C(C1=CC=CC=C1)ONC(=O)C1=NC=C(C(=C1OCC1=CC=CC=C1)CO)C(=O)NCC1=CC=C(C=C1)F (N2,3-bis(benzyloxy)-N5-(4-fluorobenzyl)-4-(hydroxymethyl)pyridine-2,5-dicarboxamide), C(C1=CC=CC=C1)ONC(=O)C1=NC=C(C(=C1OCC1=CC=CC=C1)CO)C(=O)NCC1=CC=C(C=C1)F (N2,3-bis(benzyloxy)-N5-(4-fluorobenzyl)-4-(hydroxymethyl)pyridine-2,5-dicarboxamide). Run in CN(C)C=O (DMF). Yields the product C(C1=CC=CC=C1)ONC(=O)C1=NC=C(C(=C1OCC1=CC=CC=C1)CO)C(=O)NCC1=CC(=C(C=C1)Cl)Cl (N2,3-bis(benzyloxy)-N5-(3,4-dichlorobenzyl)-4-(hydroxymethyl)pyridine-2,5-dicarboxamide). The yield is 37.6%. As a reaction SMILES: [Cl:1][C:2]1[CH:3]=[C:4]([CH:7]=[CH:8][C:9]=1[Cl:10])[CH2:5][NH2:6].[CH2:11]([O:18][NH:19][C:20]([C:22]1[C:27]([O:28][CH2:29][C:30]2[CH:35]=[CH:34][CH:33]=[CH:32][CH:31]=2)=[C:26]([CH2:36][OH:37])[C:25]([C:38](NCC2C=CC(F)=CC=2)=[O:39])=[CH:24][N:23]=1)=[O:21])[C:12]1[CH:17]=[CH:16][CH:15]=[CH:14][CH:13]=1>CN(C=O)C>[CH2:11]([O:18][NH:19][C:20]([C:22]1[C:27]([O:28][CH2:29][C:30]2[CH:35]=[CH:34][CH:33]=[CH:32][CH:31]=2)=[C:26]([CH2:36][OH:37])[C:25]([C:38]([NH:6][CH2:5][C:4]2[CH:7]=[CH:8][C:9]([Cl:10])=[C:2]([Cl:1])[CH:3]=2)=[O:39])=[CH:24][N:23]=1)=[O:21])[C:12]1[CH:17]=[CH:16][CH:15]=[CH:14][CH:13]=1. Procedure details: 3,4 diChloro benzylamine (0.060 g, 1.29 mmol, 2 eq) and N,7-bis(benzyloxy)-3-oxo-1,3-dihydrofuro[3,4-c]pyridine-6-carboxamide (0.050 g, 0.141 mmol, 1 eq) (compound 1c of example 1) were heated in DMF at 90° C. for 120 min. The crude product was purified by silica gel (100% ethyl acetate) yielding 0.03 g of N2,3-bis(benzyloxy)-N5-(3,4-dichlorobenzyl)-4-(hydroxymethyl)pyridine-2,5-dicarboxamide (29%) as a white solid; MS-ESI m/z 589 [MH]+. The reactants are C(N)(=O)C=1C=CC(=NC1NC1=CC=C(C=C1)C(=O)N1CCOCC1)N1C[C@@H](CCC1)NC(OC(C)(C)C)=O ((R)-tert-butyl 1-(5-carbamoyl-6-(4-(morpholine-4-carbonyl)phenylamino)pyridin-2-yl)piperidin-3-ylcarbamate), C(=O)(C(F)(F)F)O (TFA). Solvent: C(Cl)Cl (CH2Cl2). Run at time 2 hour. Yields the product N[C@H]1CN(CCC1)C1=NC(=C(C(=O)N)C=C1)NC1=CC=C(C=C1)C(=O)N1CCOCC1 ((R)-6-(3-aminopiperidin-1-yl)-2-(4-(morpholine-4-carbonyl)phenylamino)nicotinamide). Yield: 99.4%. RXN SMILES: [C:1]([C:4]1[CH:5]=[CH:6][C:7]([N:25]2[CH2:30][CH2:29][CH2:28][C@@H:27]([NH:31]C(=O)OC(C)(C)C)[CH2:26]2)=[N:8][C:9]=1[NH:10][C:11]1[CH:16]=[CH:15][C:14]([C:17]([N:19]2[CH2:24][CH2:23][O:22][CH2:21][CH2:20]2)=[O:18])=[CH:13][CH:12]=1)(=[O:3])[NH2:2].C(O)(C(F)(F)F)=O>C(Cl)Cl>[NH2:31][C@@H:27]1[CH2:28][CH2:29][CH2:30][N:25]([C:7]2[CH:6]=[CH:5][C:4]([C:1]([NH2:2])=[O:3])=[C:9]([NH:10][C:11]3[CH:12]=[CH:13][C:14]([C:17]([N:19]4[CH2:24][CH2:23][O:22][CH2:21][CH2:20]4)=[O:18])=[CH:15][CH:16]=3)[N:8]=2)[CH2:26]1. Procedure details: A solution of (R)-tert-butyl 1-(5-carbamoyl-6-(4-(morpholine-4-carbonyl)phenylamino)pyridin-2-yl)piperidin-3-ylcarbamate (1.7 g) in CH2Cl2 (3 ml) was treated with 3 ml of TFA and stirred at rt for 2 h. The reaction mixture was concentrated, basified with 1N NaOH, and extracted three times with CH2Cl2. The resulting organic layer was concentrated to obtained 1.367 g of (R)-6-(3-aminopiperidin-1-yl)-2-(4-(morpholine-4-carbonyl)phenylamino)nicotinamide as a pale yellow solid. LCMS: (M+H)+=425.08. 1... Starting materials: Cl.ClCCN1CCCCC1 (1-(2-chloroethyl)piperidine hydrochloride), COC1=CC=C(C=C1)C1=C(C2=C(S1)C=C(C=C2)OC)C(=O)C2=CC(=C(C=C2)O)F ([2-(4-methoxyphenyl)-6-methoxybenzo[b]thien-3-yl][3-fluoro-4-hydroxyphenyl]methanone), C(=O)([O-])[O-].[Cs+].[Cs+] (Cs2CO3). The solvent is CN(C)C=O (DMF). Product: COC1=CC=C(C=C1)C1=C(C2=C(S1)C=C(C=C2)OC)C(=O)C2=CC(=C(C=C2)OCCN2CCCCC2)F ([2-(4-Methoxyphenyl)-6-methoxybenzo[b]thien-3-yl][4-[2-(1-piperidinyl)ethoxy]3-fluorophenyl]methanone). As a reaction SMILES: [CH3:1][O:2][C:3]1[CH:8]=[CH:7][C:6]([C:9]2[S:13][C:12]3[CH:14]=[C:15]([O:18][CH3:19])[CH:16]=[CH:17][C:11]=3[C:10]=2[C:20]([C:22]2[CH:27]=[CH:26][C:25]([OH:28])=[C:24]([F:29])[CH:23]=2)=[O:21])=[CH:5][CH:4]=1.Cl.Cl[CH2:32][CH2:33][N:34]1[CH2:39][CH2:38][CH2:37][CH2:36][CH2:35]1.C([O-])([O-])=O.[Cs+].[Cs+]>CN(C=O)C>[CH3:1][O:2][C:3]1[CH:4]=[CH:5][C:6]([C:9]2[S:13][C:12]3[CH:14]=[C:15]([O:18][CH3:19])[CH:16]=[CH:17][C:11]=3[C:10]=2[C:20]([C:22]2[CH:27]=[CH:26][C:25]([O:28][CH2:32][CH2:33][N:34]3[CH2:39][CH2:38][CH2:37][CH2:36][CH2:35]3)=[C:24]([F:29])[CH:23]=2)=[O:21])=[CH:7][CH:8]=1 |f:1.2,3.4.5|. Reported procedure: 900 mg (2.20 mmol) of [2-(4-methoxyphenyl)-6-methoxybenzo[b]thien-3-yl][3-fluoro-4-hydroxyphenyl]methanone was dissolved in 12 mL of DMF and 810 mg (4.4 mmol) of 1-(2-chloroethyl)piperidine hydrochloride was added. To the reaction mixture was added 3.3 g (10 mmol) of Cs2CO3 and heated to reflux for one hour. The reaction mixture was filtered to remove the solids. The solvents were removed by evaporation and the residue was chromatographed on a silica gel column eluted with a linear gradient of b... The reagents and catalysts are [Pt] (platinum on carbon). Product: ClC1=CC=CC=2[C@]3([C@@H](ON(C21)C)N[C@@H](C3)C(=O)O[C@H]3[C@@H](C(=C[C@@H]2[C@@H](CC[C@H]([C@]32O)C)C(C)C)C)OC(C)=O)O ((1S,2R,4aS,5S,8R,8aR)-2-(acetyloxy)-8a-hydroxy-3,8-dimethyl-5-(1-methylethyl)-1,2,4a,5,6,7,8,8a-octahydronaphthalen-1-yl (2S,3aR,9bR)-6-chloro-9b-hydroxy-5-methyl-1,2,3,3a,5,9b-hexahydropyrrolo[2,3-c][2,1]benzoxazine-2-carboxylate). Reaction SMILES: [Cl:1][C:2]1[C:11]2[N:10]([CH3:12])[O:9][C@H:8]3[NH:13][C@H:14]([C:16]([O:18][C@@H:19]4[C@:28]5([OH:29])[C@H:23]([C@H:24]([C:31]([CH3:33])=[CH2:32])[CH2:25][CH2:26][C@H:27]5[CH3:30])[CH:22]=[C:21]([CH3:34])[C@H:20]4[O:35][C:36](=[O:38])[CH3:37])=[O:17])[CH2:15][C@@:7]3([OH:39])[C:6]=2[CH:5]=[CH:4][CH:3]=1.[H][H]>C(O)(C)C.[Pt]>[Cl:1][C:2]1[C:11]2[N:10]([CH3:12])[O:9][C@H:8]3[NH:13][C@H:14]([C:16]([O:18][C@@H:19]4[C@:28]5([OH:29])[C@@H:23]([C@H:24]([CH:31]([CH3:32])[CH3:33])[CH2:25][CH2:26][C@H:27]5[CH3:30])[CH:22]=[C:21]([CH3:34])[C@H:20]4[O:35][C:36](=[O:38])[CH3:37])=[O:17])[CH2:15][C@@:7]3([OH:39])[C:6]=2[CH:5]=[CH:4][CH:3]=1. The solvent is C(C)(C)O (isopropanol). The yield is 7.4%. The reactants are ClC1=CC=CC=2[C@]3([C@@H](ON(C21)C)N[C@@H](C3)C(=O)O[C@H]3[C@@H](C(=C[C@H]2[C@@H](CC[C@H]([C@]32O)C)C(=C)C)C)OC(C)=O)O ((1S,2R,4aS,5R,8R,8aR)-2-(acetyloxy)-8a-hydroxy-3,8-dimethyl-5-(1-methylethenyl)-1,2,4a,5,6,7,8,8a-octahydronaphthalen-1-yl (2S,3aR,9bR)-6-chloro-9b -hydroxy-5-methyl-1,2,3,3a,5,9b-hexahydropyrrolo[2,3-c][2,1]benzoxazine-2-carboxylate), [H][H] (hydrogen). Procedure: To a solution of (1S,2R,4aS,5R,8R,8aR)-2-(acetyloxy)-8a-hydroxy-3,8-dimethyl-5-(1-methylethenyl)-1,2,4a,5,6,7,8,8a-octahydronaphthalen-1-yl (2S,3aR,9bR)-6-chloro-9b -hydroxy-5-methyl-1,2,3,3a,5,9b-hexahydropyrrolo[2,3-c][2,1]benzoxazine-2-carboxylate (Preparation 1,200 mg) in isopropanol (20 ml) was added platinum on carbon (10% w/w, 20 mg) and the resulting mixture was hydrogenated at room temperature with stirring under 1 atmosphere pressure of hydrogen for 18 hours. The mixture was filtered t... The yield is 66.0%. Yields the product C(C)(C)(C)OC(=O)N1CC[C@@]2(CN(C(O2)=O)C=2C=NC(=CC2)NC=2N=CC3=C(N2)N(C(=C3)C(N(C)C)=O)C3CCCC3)CCC1 ((R)-3-[6-(7-Cyclopentyl-6-dimethylcarbamoyl-7H-pyrrolo[2,3-d]pyrimidin-2-ylamino)-pyridin-3-yl]-2-oxo-1-oxa-3,8-diaza-spiro[4.6]undecane-8-carboxylic acid tert-butyl ester). Reactants: C(C)(C)(C)OC(=O)N1CC[C@@]2(CN(C(O2)=O)C=2C=NC(=CC2)N)CCC1 ((R)-3-(6-Amino-pyridin-3-yl)-2-oxo-1-oxa-3,8-diaza-spiro[4.6]undecane-8-carboxylic acid tert-butyl ester), CN(C(=O)C1=CC2=C(N=C(N=C2)Cl)N1C1CCCC1)C (2-Chloro-7-cyclopentyl-7H-pyrrolo[2,3-d]pyrimidine-6-carboxylic acid dimethylamide). As a reaction SMILES: [C:1]([O:5][C:6]([N:8]1[CH2:26][CH2:25][CH2:24][C@@:11]2([O:15][C:14](=[O:16])[N:13]([C:17]3[CH:18]=[N:19][C:20]([NH2:23])=[CH:21][CH:22]=3)[CH2:12]2)[CH2:10][CH2:9]1)=[O:7])([CH3:4])([CH3:3])[CH3:2].[CH3:27][N:28]([CH3:46])[C:29]([C:31]1[N:40]([CH:41]2[CH2:45][CH2:44][CH2:43][CH2:42]2)[C:34]2[N:35]=[C:36](Cl)[N:37]=[CH:38][C:33]=2[CH:32]=1)=[O:30]>>[C:1]([O:5][C:6]([N:8]1[CH2:26][CH2:25][CH2:24][C@@:11]2([O:15][C:14](=[O:16])[N:13]([C:17]3[CH:18]=[N:19][C:20]([NH:23][C:36]4[N:37]=[CH:38][C:33]5[CH:32]=[C:31]([C:29](=[O:30])[N:28]([CH3:27])[CH3:46])[N:40]([CH:41]6[CH2:45][CH2:44][CH2:43][CH2:42]6)[C:34]=5[N:35]=4)=[CH:21][CH:22]=3)[CH2:12]2)[CH2:10][CH2:9]1)=[O:7])([CH3:4])([CH3:2])[CH3:3]. Procedure details: Following general N—C coupling procedure 1, (R)-3-(6-Amino-pyridin-3-yl)-2-oxo-1-oxa-3,8-diaza-spiro[4.6]undecane-8-carboxylic acid tert-butyl ester was combined with 2-Chloro-7-cyclopentyl-7H-pyrrolo[2,3-d]pyrimidine-6-carboxylic acid dimethylamide which gave (R)-3-[6-(7-Cyclopentyl-6-dimethylcarbamoyl-7H-pyrrolo[2,3-d]pyrimidin-2-ylamino)-pyridin-3-yl]-2-oxo-1-oxa-3,8-diaza-spiro[4.6]undecane-8-carboxylic acid tert-butyl ester as a white solid (0.175 g, 0.272 mmol) in 66% yield. 1H NMR (400 MH... The reactants are C[Si](C)(C)[N-][Si](C)(C)C, COC(=O)Cc1c(C)nc2cc(-c3ccccc3)nn2c1Cl, CCCI, [Li+], CN(C)C=O. Product: CCCC(C(=O)OC)c1c(C)nc2cc(-c3ccccc3)nn2c1Cl. RXN SMILES: [CH3:24][Si:25]([N-:26][Si:27]([CH3:28])([CH3:29])[CH3:30])([CH3:31])[CH3:32].[Cl:1][c:2]1[c:3]([CH2:18][C:19](=[O:20])[O:21][CH3:22])[c:4]([CH3:17])[n:5][c:6]2[n:7]1[n:8][c:9](-[c:11]1[cH:12][cH:13][cH:14][cH:15][cH:16]1)[cH:10]2.[I:33][CH2:34][CH2:35][CH3:36].[Li+:23].[O:37]=[CH:38][N:39]([CH3:40])[CH3:41]>>[Cl:1][c:2]1[c:3]([CH:18]([C:19](=[O:20])[O:21][CH3:22])[CH2:34][CH2:35][CH3:36])[c:4]([CH3:17])[n:5][c:6]2[n:7]1[n:8][c:9](-[c:11]1[cH:12][cH:13][cH:14][cH:15][cH:16]1)[cH:10]2.